This data is from the Open Reaction Database (ORD), a public repository of structured organic reaction records. The task is: describe an organic reaction: reactants, conditions, products, and yield Reported procedure: CHCl3 (8.75 mg, 0.00845 mmol), (9,9-dimethyl-9H-xanthene-4,5-diyl)bis(diphenylphosphine) (9.78 mg, 0.0169 mmol), tert-butyl (S)-1-((R)-1-(3-(8-bromo quinolin-2-yl)-[1,2,4]triazolo[4,3-a]pyridin-6-yl)-2,2,2-trifluoroethyl)pyrrolidin-3-ylcarbamate (100 mg, 0.169 mmol), ethanethiol (31.5 mg, 0.507 mmol) and N-ethyl-N-isopropylpropan-2-amine (131 mg, 1.01 mmol) in dioxane were heated to 150° C. under microwave irradiation for 1 hour. After cooling, the reaction was concentrated under reduced pressur... RXN SMILES: C(Cl)(Cl)Cl.CC1(C)C2C=CC=C(P(C3C=CC=CC=3)C3C=CC=CC=3)C=2OC2C1=CC=CC=2P(C1C=CC=CC=1)C1C=CC=CC=1.Br[C:48]1[CH:49]=[CH:50][CH:51]=[C:52]2[C:57]=1[N:56]=[C:55]([C:58]1[N:62]3[CH:63]=[C:64]([C@@H:67]([N:72]4[CH2:76][CH2:75][C@H:74]([NH:77][C:78](=[O:84])[O:79][C:80]([CH3:83])([CH3:82])[CH3:81])[CH2:73]4)[C:68]([F:71])([F:70])[F:69])[CH:65]=[CH:66][C:61]3=[N:60][N:59]=1)[CH:54]=[CH:53]2.[CH2:85]([SH:87])[CH3:86].C(N(C(C)C)C(C)C)C>O1CCOCC1>[CH2:85]([S:87][C:48]1[CH:49]=[CH:50][CH:51]=[C:52]2[C:57]=1[N:56]=[C:55]([C:58]1[N:62]3[CH:63]=[C:64]([C@@H:67]([N:72]4[CH2:76][CH2:75][C@H:74]([NH:77][C:78](=[O:84])[O:79][C:80]([CH3:83])([CH3:82])[CH3:81])[CH2:73]4)[C:68]([F:71])([F:70])[F:69])[CH:65]=[CH:66][C:61]3=[N:60][N:59]=1)[CH:54]=[CH:53]2)[CH3:86]. Reactants: C(Cl)(Cl)Cl (CHCl3), CC1(C2=CC=CC(=C2OC=2C(=CC=CC12)P(C1=CC=CC=C1)C1=CC=CC=C1)P(C1=CC=CC=C1)C1=CC=CC=C1)C ((9,9-dimethyl-9H-xanthene-4,5-diyl)bis(diphenylphosphine)), BrC=1C=CC=C2C=CC(=NC12)C1=NN=C2N1C=C(C=C2)[C@H](C(F)(F)F)N2C[C@H](CC2)NC(OC(C)(C)C)=O (tert-butyl (S)-1-((R)-1-(3-(8-bromo quinolin-2-yl)-[1,2,4]triazolo[4,3-a]pyridin-6-yl)-2,2,2-trifluoroethyl)pyrrolidin-3-ylcarbamate), C(C)S (ethanethiol), C(C)N(C(C)C)C(C)C (N-ethyl-N-isopropylpropan-2-amine). Yield: 62.0%. Solvent: O1CCOCC1 (dioxane). Product: C(C)SC=1C=CC=C2C=CC(=NC12)C1=NN=C2N1C=C(C=C2)[C@H](C(F)(F)F)N2C[C@H](CC2)NC(OC(C)(C)C)=O (tert-butyl (S)-1-((R)-1-(3-(8-(ethylthio)quinolin-2-yl)-[1,2,4]triazolo[4,3-a]pyridin-6-yl)-2,2,2-trifluoroethyl)pyrrolidin-3-ylcarbamate). Starting materials: C(#N)C1=C(C=C(N)C=C1)C1=CC=C(C=C1)F (4-Cyano-3-(4-fluorophenyl)aniline), N(=C=O)C1=CC=C(C=2CCCCC12)C#N (4-Isocyanato-5,6,7,8-tetrahydronaphthalene-1-carbonitrile), O[C@@H]1CCN2C(N(C([C@@H]21)=O)C2=CC=C(C=1CCCCC21)C#N)=O ((7R,7aS)-4-(7-Hydroxy-1,3-dioxotetrahydropyrrolo[1,2-c]imidazol-2-yl)-5,6,7,8-tetrahydronaphthalene-1-carbonitrile). Product: FC1=CC=C(C=C1)C=1C(=CC=C(C1)N1C(N2[C@H](C1=O)[C@@H](CC2)O)=O)C#N ((7R,7aS)-4′-Fluoro-5-(7-hydroxy-1,3-dioxotetrahydropyrrolo[1,2-c]imidazol-2-yl)biphenyl-2-carbonitrile). Reaction SMILES: [C:1]([C:3]1[CH:9]=[CH:8][C:6]([NH2:7])=[CH:5][C:4]=1[C:10]1[CH:15]=[CH:14][C:13]([F:16])=[CH:12][CH:11]=1)#[N:2].N(C1C2CCCCC=2C(C#N)=CC=1)=C=O.[OH:32][C@H:33]1[C@@H:40]2[N:36]([C:37](=[O:54])N(C3C4CCCCC=4C(C#N)=CC=3)[C:39]2=[O:41])[CH2:35][CH2:34]1>>[F:16][C:13]1[CH:14]=[CH:15][C:10]([C:4]2[C:3]([C:1]#[N:2])=[CH:9][CH:8]=[C:6]([N:7]3[C:39](=[O:41])[C@@H:40]4[C@H:33]([OH:32])[CH2:34][CH2:35][N:36]4[C:37]3=[O:54])[CH:5]=2)=[CH:11][CH:12]=1. Procedure details: The title compound was prepared from compound 48A by procedures analogous to those described in Experiment 2E and 2F. HPLC: 99% at 3.32 min (retention time) (Conditions: YMC S5 C18 (4.6×50 mm); Eluted with 0% to 100% B, 8 min gradient, 3 min hold. (A=90% H2O-10% MeOH-0.1% H3PO4 and B=10% H2O-90% MeOH-0.1% H3PO4); Flow rate at 2.5 mL/min. UV detection at 220 nm.). LC/MS m/z 352 [M+H]+. The reactants are [BH3-]C#N, COC(=O)c1ccc(CNCc2ccc(C3COc4ccccc4O3)cc2)cc1, CC(=O)O, CO, CC=O, [Na+]. Yields the product CCN(Cc1ccc(C(=O)OC)cc1)Cc1ccc(C2COc3ccccc3O2)cc1. As a reaction SMILES: [C:33]([BH3-:34])#[N:35].[CH3:1][O:2][C:3]([c:4]1[cH:5][cH:6][c:7]([CH2:10][NH:11][CH2:12][c:13]2[cH:14][cH:15][c:16]([CH:19]3[CH2:20][O:21][c:22]4[c:23]([cH:25][cH:26][cH:27][cH:28]4)[O:24]3)[cH:17][cH:18]2)[cH:8][cH:9]1)=[O:29].[CH3:37][C:38](=[O:39])[OH:40].[CH3:41][OH:42].[CH:30]([CH3:31])=[O:32].[Na+:36]>>[CH3:1][O:2][C:3]([c:4]1[cH:5][cH:6][c:7]([CH2:10][N:11]([CH2:12][c:13]2[cH:14][cH:15][c:16]([CH:19]3[CH2:20][O:21][c:22]4[c:23]([cH:25][cH:26][cH:27][cH:28]4)[O:24]3)[cH:17][cH:18]2)[CH2:30][CH3:31])[cH:8][cH:9]1)=[O:29].